From a dataset of the Open Reaction Database (ORD), a public repository of structured organic reaction records. describe an organic reaction: reactants, conditions, products, and yield The reactants are O=C([O-])[O-], c1ccc(COC2CC3COCC2N3)cc1, CC(O)(c1ccc(N2CCN(S(=O)(=O)c3cccs3)CC2COS(C)(=O)=O)cc1)C(F)(F)F, CC#N, CCOC(C)=O, Cl, [K+], [K+]. Yields the product CC(O)(c1ccc(N2CCN(S(=O)(=O)c3cccs3)CC2CN2C3COCC2C(OCc2ccccc2)C3)cc1)C(F)(F)F. Reaction SMILES: [C:51](=[O:52])([O-:53])[O-:54].[CH2:35]([c:36]1[cH:37][cH:38][cH:39][cH:40][cH:41]1)[O:42][CH:43]1[CH:44]2[CH2:45][O:46][CH2:47][CH:48]([CH2:49]1)[NH:50]2.[CH3:1][S:2]([O:3][CH2:6][CH:7]1[N:8]([c:21]2[cH:22][cH:23][c:24]([C:27]([C:28]([F:29])([F:30])[F:31])([CH3:32])[OH:33])[cH:25][cH:26]2)[CH2:9][CH2:10][N:11]([S:13](=[O:14])(=[O:15])[c:16]2[s:17][cH:18][cH:19][cH:20]2)[CH2:12]1)(=[O:4])=[O:5].[CH3:57][C:58]#[N:59].[CH3:60][CH2:61][O:62][C:63]([CH3:64])=[O:65].[ClH:34].[K+:55].[K+:56]>>[CH2:6]([CH:7]1[N:8]([c:21]2[cH:22][cH:23][c:24]([C:27]([C:28]([F:29])([F:30])[F:31])([CH3:32])[OH:33])[cH:25][cH:26]2)[CH2:9][CH2:10][N:11]([S:13](=[O:14])(=[O:15])[c:16]2[s:17][cH:18][cH:19][cH:20]2)[CH2:12]1)[N:50]1[CH:44]2[CH:43]([O:42][CH2:35][c:36]3[cH:37][cH:38][cH:39][cH:40][cH:41]3)[CH2:49][CH:48]1[CH2:47][O:46][CH2:45]2. Reactants: C(C)(=O)OC1=CC=C(C=C1)C1=CC=C(C=C1)C(=O)O (4-acetoxy-4'-biphenylcarboxylic acid), [N+](=[N-])=C (diazomethane). The product is C(C)(=O)OC1=CC=C(C=C1)C1=CC=C(C=C1)C(=O)OC (methyl 4-acetoxy-4'-biphenylcarboxylate). RXN SMILES: [C:1]([O:4][C:5]1[CH:10]=[CH:9][C:8]([C:11]2[CH:16]=[CH:15][C:14]([C:17]([OH:19])=[O:18])=[CH:13][CH:12]=2)=[CH:7][CH:6]=1)(=[O:3])[CH3:2].[N+](=[CH2:22])=[N-]>>[C:1]([O:4][C:5]1[CH:6]=[CH:7][C:8]([C:11]2[CH:16]=[CH:15][C:14]([C:17]([O:19][CH3:22])=[O:18])=[CH:13][CH:12]=2)=[CH:9][CH:10]=1)(=[O:3])[CH3:2]. Procedure details: In 400 ml of dioxane was dissolved 30 g of 4-methoxy-4'-acetoxy biphenyl. To this solution was dropped an aqueous solution composed of 84 g of sodium hydroxide, 400 ml of water and 30 ml of bromine and maintained at 40° C., and the solution was stirred for 30 minutes. Thereafter, 200 g of sodium hydrogen sulfate and 1 l of water were added to the solution, and the resultant reaction solution was concentrated under a reduced pressure, methyl bromide and dioxane were evaporated from the reaction s...